Task: describe an organic reaction: reactants, conditions, products, and yield. Dataset: the Open Reaction Database (ORD), a public repository of structured organic reaction records Solvent: ClCCl (dichloromethane). The reactants are C1(=CC=CC=C1)P(C1=CC=CC=C1)C1=CC=CC=C1 (Triphenylphosphine), C(C1=CC=CC=C1)[C@@H]1N(C(OC1)=O)C([C@@H](CC=C)CCC1(OCCO1)C)=O (4(S)-Benzyl-3-{2(R)-[2-(2-methyl-[1,3]dioxolan-2-yl)-ethyl]-pent-4-enoyl}-oxazolidin-2-one), Sudan III, O=[O+][O-] (ozone). Product: C(C1=CC=CC=C1)[C@@H]1N(C(OC1)=O)C(=O)[C@@H](CC=O)CCC1(OCCO1)C (3(R)-(4(S)-Benzyl-2-oxo-oxazolidine-3-carbonyl)-5-(2-methyl-[1,3]dioxolan-2-yl)-pentanal). As a reaction SMILES: [CH2:1]([C@H:8]1[CH2:12][O:11][C:10](=[O:13])[N:9]1[C:14](=[O:27])[C@H:15]([CH2:19][CH2:20][C:21]1([CH3:26])[O:25][CH2:24][CH2:23][O:22]1)[CH2:16][CH:17]=C)[C:2]1[CH:7]=[CH:6][CH:5]=[CH:4][CH:3]=1.[O:28]=[O+][O-].C1(P(C2C=CC=CC=2)C2C=CC=CC=2)C=CC=CC=1>ClCCl>[CH2:1]([C@H:8]1[CH2:12][O:11][C:10](=[O:13])[N:9]1[C:14]([C@H:15]([CH2:19][CH2:20][C:21]1([CH3:26])[O:25][CH2:24][CH2:23][O:22]1)[CH2:16][CH:17]=[O:28])=[O:27])[C:2]1[CH:3]=[CH:4][CH:5]=[CH:6][CH:7]=1. Procedure: To a stirred solution of 1-10 (16.0 g, 42.8 mmol) and Sudan III dye (10 mg) in dichloromethane (500 mL) at −78° C. was bubble ozone until the color of the dye was discharged (45 min.), after which time the solution was purged with argon for 0.5 h. Triphenylphosphine (16.9 g, 64.3 mmol) was added and the solution was allowed to warm to ambient temperature for 3 h. The reaction mixture was concentrated at reduced pressure and the resulting oil was purified by flash column chromatography (silica ge... The solvent is CS(C)=O (DMSO), O (water), CS(C)=O (DMSO), CS(C)=O (DMSO), CS(C)=O (DMSO). Yields the product O=C(NC1CCCC1)c2ccc(cc2)c3c[nH]c4ncccc34, Ic1c[nH]c2ncccc12, c1ccc(-c2ccccc2)cc1. The reagents and catalysts are CCN=P(N=P(N(C)C)(N(C)C)N(C)C)(N(C)C)N(C)C (P2-Et), CC(C)c1cc(C(C)C)c(-c2ccccc2[PH](C(C)(C)C)(C(C)(C)C)[Pd]2(OS(C)(=O)=O)Nc3ccccc3-c3ccccc32)c(C(C)C)c1 (tBuXphos G3). Reactants: Ic1c[nH]c2ncccc12, OB(O)c1ccc(cc1)C(=O)NC2CCCC2. Conditions: time 22 hour. Starting materials: O=Cc1ccc(Br)o1, CC(=O)O, NN1CCNC(=O)C1=O. Product: O=C1NCCN(N=Cc2ccc(Br)o2)C1=O. As a reaction SMILES: [Br:1][c:2]1[cH:3][cH:4][c:5]([CH:6]=[O:7])[o:8]1.[CH3:18][C:19](=[O:20])[OH:21].[NH2:9][N:10]1[C:11](=[O:17])[C:12](=[O:16])[NH:13][CH2:14][CH2:15]1>>[Br:1][c:2]1[cH:3][cH:4][c:5]([CH:6]=[N:9][N:10]2[C:11](=[O:17])[C:12](=[O:16])[NH:13][CH2:14][CH2:15]2)[o:8]1. Starting materials: FC1=C(C(=O)Cl)C=CC(=C1)F (2,4-difluorobenzoyl chloride), Br (hydrogen bromide), BrC\C=C\CBr ((E)-1,4-dibromo-2-butene), C(C=C)NC (N-allyl-methyl-amine), FC1=C(C=C(C=C1)F)OC (2,5-difluoroanisole), FC1=C(C=CC(=C1)F)C(=O)C1=C(C=C(C(=C1)F)OC)F ((2,4-difluoro-phenyl)-(2,5-difluoro-4-methoxy-phenyl)-methanone). RXN SMILES: F[C:2]1[CH:10]=[C:9](F)C=CC=1C([Cl:6])=O.FC1C=CC(F)=CC=1OC.[F:22][C:23]1[CH:28]=[C:27]([F:29])[CH:26]=[CH:25][C:24]=1[C:30]([C:32]1[CH:37]=[C:36]([F:38])[C:35]([O:39][CH3:40])=[CH:34][C:33]=1[F:41])=[O:31].Br.BrC/C=C/CBr.[CH2:49]([NH:52][CH3:53])[CH:50]=[CH2:51]>>[ClH:6].[CH2:49]([N:52]([CH3:53])[CH2:2]/[CH:10]=[CH:9]/[CH2:40][O:39][C:35]1[C:36]([F:38])=[CH:37][C:32]([C:30]([C:24]2[CH:25]=[CH:26][C:27]([F:29])=[CH:28][C:23]=2[F:22])=[O:31])=[C:33]([F:41])[CH:34]=1)[CH:50]=[CH2:51] |f:6.7|. Reported procedure: from 2,4-difluorobenzoyl chloride and 2,5-difluoroanisole via (2,4-difluoro-phenyl)-(2,5-difluoro-4-methoxy-phenyl)-methanone, which is deprotected with hydrogen bromide and reacted with (E)-1,4-dibromo-2-butene and N-allyl-methyl-amine, there is obtained (E)-[4-[4-(allyl-methyl-amino)-but-2-enyloxy]-2,5-difluoro-phenyl]-(2,4-difluoro-phenyl)-methanone.hydrochloride (1:1), m.p. 141° C., The product is Cl.C(C=C)N(C/C=C/COC1=CC(=C(C=C1F)C(=O)C1=C(C=C(C=C1)F)F)F)C ((E)-[4-[4-(allyl-methyl-amino)-but-2-enyloxy]-2,5-difluoro-phenyl]-(2,4-difluoro-phenyl)-methanone.hydrochloride). Reactants: C(CCCCOCCCCCOCC)O (6,12-Dioxatetradecane-1-ol), Kiliani reagent, Na2Cr2O7, O (water), O (Water). Run in CC(=O)O (AcOH), OS(=O)(=O)O (H2SO4). Reaction conditions: time 7 hour. Product: Kiliani reagent, C(CCCCOCCCCCOCC)(=O)O (6,12-Dioxatetradecanoic acid). Isolated yield 54.8%. As a reaction SMILES: [OH2:1].[CH2:2]([OH:16])[CH2:3][CH2:4][CH2:5][CH2:6][O:7][CH2:8][CH2:9][CH2:10][CH2:11][CH2:12][O:13][CH2:14][CH3:15]>OS(O)(=O)=O.CC(O)=O>[C:2]([OH:1])(=[O:16])[CH2:3][CH2:4][CH2:5][CH2:6][O:7][CH2:8][CH2:9][CH2:10][CH2:11][CH2:12][O:13][CH2:14][CH3:15]. Reported procedure: Kiliani reagent [Chem. Ber. 34, 3562 (1901)] was prepared in situ by dissolving Na2Cr2O7 2H2O (3 g) in a cold solution of H2SO4 (4 g) and water (13.5 g). To a solution of compound 6 (1.2 g, 5.5 mmol) in AcOH (28 mL) was added Kiliani reagent (20 g) at 0° C. The reaction mixture was stirred for 7 h at room temperature. Water (120 mL) was added to the mixture and then extracted with EtOAc (2×100 mL). The organic phase was washed with water (2×30 mL) and dried (Na2SO4). The residual oil was purifie...